Dataset: the Open Reaction Database (ORD), a public repository of structured organic reaction records. Task: describe an organic reaction: reactants, conditions, products, and yield The reactants are C(C)(C)(C)OC(N[C@@H]1C[C@H](C1)NC=1SC2=C(N1)C=CC(=C2)F)=O (tert-butyl(trans-3-((6-fluorobenzo[d]thiazol-2-yl)amino)cyclobutyl)carbamate), Cl (hydrogen chloride), O1CCOCC1 (1,4-dioxane). Reaction conditions: time 2 hour. The product is Cl.FC1=CC2=C(N=C(S2)N[C@@H]2C[C@H](C2)N)C=C1 (trans-N1-(6-fluorobenzo[d]thiazol-2-yl)cyclobutane-1,3-diamine hydrochloride). RXN SMILES: C(OC(=O)[NH:7][C@H:8]1[CH2:11][C@H:10]([NH:12][C:13]2[S:14][C:15]3[CH:21]=[C:20]([F:22])[CH:19]=[CH:18][C:16]=3[N:17]=2)[CH2:9]1)(C)(C)C.[ClH:24].O1CCOCC1>>[ClH:24].[F:22][C:20]1[CH:19]=[CH:18][C:16]2[N:17]=[C:13]([NH:12][C@H:10]3[CH2:9][C@H:8]([NH2:7])[CH2:11]3)[S:14][C:15]=2[CH:21]=1 |f:3.4|. Reported procedure: A mixture of tert-butyl(trans-3-aminocyclobutyl)carbamate (0.099 g, 0.533 mmol), 2-chloro-6-fluoro-1,3-benzothiazole (0.100 g, 0.533 mmol) and diisopropylethylamine (0.185 ml, 1.066 mmol) in DMSO (0.5 mL) contained in a microwave vial was capped and heated to 120° C. for 2 hrs. The mixture was diluted with water and extracted with EtOAc. EtOAc extract was concentrated to give crude tert-butyl(trans-3-((6-fluorobenzo[d]thiazol-2-yl)amino)cyclobutyl)carbamate. To the crude tert-butyl(trans-3-((6-f...